This data is from the Open Reaction Database (ORD), a public repository of structured organic reaction records. The task is: describe an organic reaction: reactants, conditions, products, and yield The reactants are NC=1C(=NSC1C(=O)N)C1=CC=C(C=C1)NC(=O)OCC1=CC=CC=C1 (4-amino-3-(4-benzyloxyformamidophenyl)-5-isothiazolecarboxamide), N(=O)[O-].[Na+] (sodium nitrite). Run in O (water), Cl (hydrochloric acid), CN1C(CCC1)=O (N-methylpyrrolidone), O (water). The product is C(C1=CC=CC=C1)OC(=O)NC1=CC=C(C=C1)C1=NSC2=C1N=NNC2=O (7-(4-benzyloxyformamidophenyl)isothiazolo[4,5-d]-1,2,3-triazin-4(3H)-one). Yield: 71.6%. Reaction SMILES: [NH2:1][C:2]1[C:3]([C:10]2[CH:15]=[CH:14][C:13]([NH:16][C:17]([O:19][CH2:20][C:21]3[CH:26]=[CH:25][CH:24]=[CH:23][CH:22]=3)=[O:18])=[CH:12][CH:11]=2)=[N:4][S:5][C:6]=1[C:7]([NH2:9])=[O:8].[N:27]([O-])=O.[Na+]>Cl.CN1CCCC1=O.O>[CH2:20]([O:19][C:17]([NH:16][C:13]1[CH:12]=[CH:11][C:10]([C:3]2[C:2]3[N:1]=[N:27][NH:9][C:7](=[O:8])[C:6]=3[S:5][N:4]=2)=[CH:15][CH:14]=1)=[O:18])[C:21]1[CH:26]=[CH:25][CH:24]=[CH:23][CH:22]=1 |f:1.2|. Procedure details: 22.5 g of 4-amino-3-(4-benzyloxyformamidophenyl)-5-isothiazolecarboxamide in 25 ml of concentrated hydrochloric acid and 150 ml of N-methylpyrrolidone were cooled in an ice-bath and stirred during the addition of 4.89 g of sodium nitrite dissolved in 20 ml of water. After 0.5 hour 150 ml of water were added and the resulting precipitate was filtered off, washed with water, dried in vacuo and recrystallized from ethyl acetate to yield 16.6 g of 7-(4-benzyloxyformamidophenyl)isothiazolo[4,5-d]-1,2... The reactants are [H-].[Na+] (Sodium hydride), CN(C=O)C (dimethylformamide), C1(CCCCCCC1)CN1CCC(CC1)=O (1-cyclooctylmethyl-4-piperidone), CI (methyl iodide), C(C)(=O)OCC (ethyl acetate). Conditions: time 30 minute. Yields the product C1(CCCCCCC1)CN1CC(C(C(C1)C)=O)C (1-cyclooctylmethyl-3,5-dimethyl-4-piperidone). As a reaction SMILES: [H-].[Na+].[CH3:3]N(C)C=O.[CH:8]1([CH2:16][N:17]2[CH2:22]C[C:20](=O)[CH2:19][CH2:18]2)[CH2:15][CH2:14][CH2:13][CH2:12][CH2:11][CH2:10][CH2:9]1.CI.C([O:29][CH2:30][CH3:31])(=O)C>>[CH:8]1([CH2:16][N:17]2[CH2:22][CH:31]([CH3:3])[C:30](=[O:29])[CH:19]([CH3:20])[CH2:18]2)[CH2:15][CH2:14][CH2:13][CH2:12][CH2:11][CH2:10][CH2:9]1 |f:0.1|. Procedure details: 60% Sodium hydride of 105 mg was added to a dimethylformamide 6 ml solution of 1-cyclooctylmethyl-4-piperidone of 300 mg, and the solution was stirred at a room temperature for 30 minutes. Then, methyl iodide of 160 μl was added thereto, and the solution was further stirred for 8 hours. The reaction solution was diluted with ethyl acetate and washed with water and saturated brine, followed by drying on anhydrous sodium sulfate. Then, the solvent was distilled off, and the resulting residue was s... Run in CCCCCC (hexane). Yields the product CC1C(=CC2=C(C(=CC(=C12)C)C)C)C (1,2,4,5,7-pentamethylindene). As a reaction SMILES: C[C:2]1[C:7]([CH3:8])=[CH:6][C:5]([CH3:9])=[C:4]([CH3:10])[C:3]=1[CH:11](O)/[C:12](/[CH3:15])=[CH:13]/[CH3:14].OS(O)(=O)=O>CCCCCC>[CH3:14][CH:13]1[C:2]2[C:3](=[C:4]([CH3:10])[C:5]([CH3:9])=[CH:6][C:7]=2[CH3:8])[CH:11]=[C:12]1[CH3:15]. The reactants are CC1=C(C(=C(C=C1C)C)C)C(\C(=C\C)\C)O (E-1-(2,3,5,6-tetramethylphenyl)-2-methyl-2-buten-1-ol), OS(=O)(=O)O (H2SO4). Procedure: Preparation of E-1-(2,3,5,6-tetramethylphenyl)-2-methyl-2-buten-1-ol (1.50 g, 0.00734 moles) in hexane (20 mL) was added dropwise to concentrated H2SO4 (20 mL) at 0° C. The resulting red solution was then allowed to warm to room temperature and then quenched by adding the solution dropwise to a solution of Na2CO3 (300 mL of 1.89 M solution) at 0° C. The organic layer was then separated and the aqueous layer extracted with pentane (3×100 mL). The organic layers were then combined and dried over M... Yield: 89.2%. Reactants: CC(C)(C)OC(=O)c1ncn2c1C1CCCN1C(=O)c1c-2ccc(Cl)c1Cl, OCC1CC1. Yields the product O=C(OCC1CC1)c1ncn2c1C1CCCN1C(=O)c1c-2ccc(Cl)c1Cl. RXN SMILES: [Cl:1][c:2]1[cH:3][cH:4][c:5]2[c:6]([c:26]1[Cl:27])[C:7](=[O:25])[N:8]1[CH:9]([c:10]3[n:11]-2[cH:12][n:13][c:14]3[C:15](=[O:16])[O:17][C:18]([CH3:19])([CH3:20])[CH3:21])[CH2:22][CH2:23][CH2:24]1.[OH:28][CH2:29][CH:30]1[CH2:31][CH2:32]1>>[Cl:1][c:2]1[cH:3][cH:4][c:5]2[c:6]([c:26]1[Cl:27])[C:7](=[O:25])[N:8]1[CH:9]([c:10]3[n:11]-2[cH:12][n:13][c:14]3[C:15](=[O:16])[O:17][CH2:29][CH:30]2[CH2:31][CH2:32]2)[CH2:22][CH2:23][CH2:24]1. Reactants: C(C)O (ethanol), acetate salt, solids, alcoholic solutions, CC(C)C1=CC2=C(C=C1)[C@]3(CCC[C@@]([C@@H]3CC2)(C)CN)C (dehydroabietylamine), solids, O (water), O (water). Solvent: solutions. Product: CC(C)C1=CC2=C(C=C1)[C@]3(CCC[C@@]([C@@H]3CC2)(C)CN)C.CC(=O)O (DEHYDROABIETYLAMINE ACETATE). RXN SMILES: [CH3:1][CH:2]([C:4]1[CH:9]=[CH:8][C:7]2[C@:10]3([CH3:21])[C@@H:15]([CH2:16][CH2:17][C:6]=2[CH:5]=1)[C@@:14]([CH2:19][NH2:20])([CH3:18])[CH2:13][CH2:12][CH2:11]3)[CH3:3].[OH2:22].[CH2:23]([OH:25])[CH3:24]>>[CH3:3][CH:2]([C:4]1[CH:9]=[CH:8][C:7]2[C@:10]3([CH3:21])[C@@H:15]([CH2:16][CH2:17][C:6]=2[CH:5]=1)[C@@:14]([CH2:19][NH2:20])([CH3:18])[CH2:13][CH2:12][CH2:11]3)[CH3:1].[CH3:24][C:23]([OH:22])=[O:25] |f:3.4|. Procedure details: The acetate salt of dehydroabietylamine was available in the form of technical-grade compositions. One was a tan colored paste containing 70% solids and 30% water. The other was an aqueus alcoholic solution of the salt which held 50% of solids. Each water soluble amine acetate was used as obtained to prepare 5% alcoholic solutions and then diluted with ethanol for 2.5% and 1.25% solutions. The reactants are BrCCCCCCCCC1CCCC1, O=C([O-])[O-], CCCCCCCc1ccc(-c2ccc(O)cc2)nc1, CN(C)C=O, [K+], [K+]. The product is CCCCCCCc1ccc(-c2ccc(OCCCCCCCCC3CCCC3)cc2)nc1. Reaction SMILES: [Br:21][CH2:22][CH2:23][CH2:24][CH2:25][CH2:26][CH2:27][CH2:28][CH2:29][CH:30]1[CH2:31][CH2:32][CH2:33][CH2:34]1.[C:35](=[O:36])([O-:37])[O-:38].[CH2:1]([CH2:2][CH2:3][CH2:4][CH2:5][CH2:6][CH3:7])[c:8]1[cH:9][cH:10][c:11](-[c:14]2[cH:15][cH:16][c:17]([OH:20])[cH:18][cH:19]2)[n:12][cH:13]1.[CH3:41][N:42]([CH3:43])[CH:44]=[O:45].[K+:39].[K+:40]>>[CH2:1]([CH2:2][CH2:3][CH2:4][CH2:5][CH2:6][CH3:7])[c:8]1[cH:9][cH:10][c:11](-[c:14]2[cH:15][cH:16][c:17]([O:20][CH2:22][CH2:23][CH2:24][CH2:25][CH2:26][CH2:27][CH2:28][CH2:29][CH:30]3[CH2:31][CH2:32][CH2:33][CH2:34]3)[cH:18][cH:19]2)[n:12][cH:13]1. Starting materials: COC(=O)CCc1ccc2c(c1)CC1CCC(C2)C1NC(=O)OC(C)(C)C, CC(C)C[AlH]CC(C)C, Cc1ccccc1. Yields the product CC(C)(C)OC(=O)NC1C2CCC1Cc1cc(CCC=O)ccc1C2. RXN SMILES: [CH3:10][O:11][C:12]([CH2:13][CH2:14][c:15]1[cH:16][c:17]2[c:24]([cH:25][cH:26]1)[CH2:23][CH:22]1[CH2:21][CH2:20][CH:19]([CH2:18]2)[CH:27]1[NH:28][C:29](=[O:30])[O:31][C:32]([CH3:33])([CH3:34])[CH3:35])=[O:36].[CH3:1][CH:2]([CH2:3][AlH:4][CH2:5][CH:6]([CH3:7])[CH3:8])[CH3:9].[CH3:37][c:38]1[cH:39][cH:40][cH:41][cH:42][cH:43]1>>[O:11]=[CH:12][CH2:13][CH2:14][c:15]1[cH:16][c:17]2[c:24]([cH:25][cH:26]1)[CH2:23][CH:22]1[CH2:21][CH2:20][CH:19]([CH2:18]2)[CH:27]1[NH:28][C:29](=[O:30])[O:31][C:32]([CH3:33])([CH3:34])[CH3:35]. Reactants: O1CCOC=2C=NC(=CC21)CN (1-(2,3-dihydro(1,4)dioxino(2,3-c)pyridin-7-yl)methaneamine), OC1(CCC(CC1)=O)CCN1C(C=NC2=CC=C(C=C12)OC)=O (1-(2-(1-hydroxy-4-oxocyclohexyl)ethyl)-7-methoxyquinoxalin-2(1H)-one), C(O)([O-])=O.[Na+] (sodium hydrogen carbonate), C(C)(=O)O[BH-](OC(C)=O)OC(C)=O.[Na+] (sodium triacetoxyborohydride). Run in C(C)(=O)O (acetic acid), ClCCl (dichloromethane), ClCCl (dichloromethane), C(Cl)(Cl)Cl (chloroform). Conditions: time 1.5 hour. Yields the product O1CCOC2=C1C=CC(=C2)CNC2CCC(CC2)CCN2C(C=C(C1=CC=C(C=C21)OC)C)=O (1-(2-(4-((2,3-dihydro-1,4-benzodioxin-6-ylmethyl)amino)cyclohexyl)ethyl)-7-methoxy-4-methylquinolin-2(1H)-one). Reaction SMILES: O[C:2]1([CH2:9][CH2:10][N:11]2[C:20]3[C:15](=[CH:16][CH:17]=[C:18]([O:21][CH3:22])[CH:19]=3)N=[CH:13][C:12]2=[O:23])[CH2:7][CH2:6][C:5](=O)[CH2:4][CH2:3]1.[O:24]1[C:33]2[CH:32]=[C:31]([CH2:34][NH2:35])N=[CH:29][C:28]=2[O:27][CH2:26][CH2:25]1.[C:36](O[BH-](OC(=O)C)OC(=O)C)(=O)[CH3:37].[Na+].[C:50](=O)([O-])O.[Na+]>C(Cl)(Cl)Cl.C(O)(=O)C.ClCCl>[O:27]1[C:28]2[CH:29]=[CH:50][C:31]([CH2:34][NH:35][CH:5]3[CH2:4][CH2:3][CH:2]([CH2:9][CH2:10][N:11]4[C:20]5[C:15](=[CH:16][CH:17]=[C:18]([O:21][CH3:22])[CH:19]=5)[C:36]([CH3:37])=[CH:13][C:12]4=[O:23])[CH2:7][CH2:6]3)=[CH:32][C:33]=2[O:24][CH2:25][CH2:26]1 |f:2.3,4.5|. Procedure details: To 4 mL of a dichloromethane solution containing 90 mg of 1-(2-(1-hydroxy-4-oxocyclohexyl)ethyl)-7-methoxyquinoxalin-2(1H)-one, 2 mL of a dichloromethane solution containing 57 mg of 1-(2,3-dihydro(1,4)dioxino(2,3-c)pyridin-7-yl)methaneamine and 24 μL of acetic acid were added at room temperature, and stirred at the same temperature for 1.5 hours. To the reaction mixture, 59 mg of sodium triacetoxyborohydride was added, and stirred at room temperature for 1.5 hours. To the reaction mixture, aque...